describe an organic reaction: reactants, conditions, products, and yield From a dataset of the Open Reaction Database (ORD), a public repository of structured organic reaction records. Starting materials: CC(C)(C)OC(=O)N1CCCC1COc1ccc(Oc2ccc(F)cc2)cc1, CO, CCOCC, Cl. Yields the product Fc1ccc(Oc2ccc(OCC3CCCN3)cc2)cc1. RXN SMILES: [C:1]([O:2][C:3](=[O:4])[N:8]1[CH:9]([CH2:13][O:14][c:15]2[cH:16][cH:17][c:18]([O:21][c:22]3[cH:23][cH:24][c:25]([F:28])[cH:26][cH:27]3)[cH:19][cH:20]2)[CH2:10][CH2:11][CH2:12]1)([CH3:5])([CH3:6])[CH3:7].[CH3:30][OH:31].[CH3:32][CH2:33][O:34][CH2:35][CH3:36].[ClH:29]>>[NH:8]1[CH:9]([CH2:13][O:14][c:15]2[cH:16][cH:17][c:18]([O:21][c:22]3[cH:23][cH:24][c:25]([F:28])[cH:26][cH:27]3)[cH:19][cH:20]2)[CH2:10][CH2:11][CH2:12]1. Starting materials: COC(=O)CC(NC(=O)OCc1ccccc1)c1ccc(NC(=O)Cc2ccc(NC(=O)Nc3ccccc3C)c(OC)c2)cc1, CCO, O=CO, [H][H]. Product: COC(=O)CC(N)c1ccc(NC(=O)Cc2ccc(NC(=O)Nc3ccccc3C)c(OC)c2)cc1. RXN SMILES: [CH3:1][O:2][C:3]([CH2:4][CH:5]([c:6]1[cH:7][cH:8][c:9]([NH:12][C:13]([CH2:14][c:15]2[cH:16][c:17]([O:32][CH3:33])[c:18]([NH:21][C:22](=[O:23])[NH:24][c:25]3[c:26]([CH3:31])[cH:27][cH:28][cH:29][cH:30]3)[cH:19][cH:20]2)=[O:34])[cH:10][cH:11]1)[NH:35][C:36]([O:37][CH2:38][c:39]1[cH:40][cH:41][cH:42][cH:43][cH:44]1)=[O:45])=[O:46].[CH3:47][CH2:48][OH:49].[CH:52]([OH:53])=[O:54].[H:50][H:51]>>[CH3:1][O:2][C:3]([CH2:4][CH:5]([c:6]1[cH:7][cH:8][c:9]([NH:12][C:13]([CH2:14][c:15]2[cH:16][c:17]([O:32][CH3:33])[c:18]([NH:21][C:22](=[O:23])[NH:24][c:25]3[c:26]([CH3:31])[cH:27][cH:28][cH:29][cH:30]3)[cH:19][cH:20]2)=[O:34])[cH:10][cH:11]1)[NH2:35])=[O:46].